This data is from the Open Reaction Database (ORD), a public repository of structured organic reaction records. The task is: describe an organic reaction: reactants, conditions, products, and yield The reactants are CCCCOc1ccc(OC)cc1-c1ccc(COc2cccc(CCC(=O)OC)c2)cc1C, C1CCOC1, CO, [Li+], [OH-]. Yields the product CCCCOc1ccc(OC)cc1-c1ccc(COc2cccc(CCC(=O)O)c2)cc1C. RXN SMILES: [CH2:1]([CH2:2][CH2:3][CH3:4])[O:5][c:6]1[c:7](-[c:14]2[c:15]([CH3:34])[cH:16][c:17]([CH2:20][O:21][c:22]3[cH:23][c:24]([CH2:28][CH2:29][C:30](=[O:31])[O:32][CH3:33])[cH:25][cH:26][cH:27]3)[cH:18][cH:19]2)[cH:8][c:9]([O:12][CH3:13])[cH:10][cH:11]1.[CH2:37]1[O:38][CH2:39][CH2:40][CH2:41]1.[CH3:42][OH:43].[Li+:36].[OH-:35]>>[CH2:1]([CH2:2][CH2:3][CH3:4])[O:5][c:6]1[c:7](-[c:14]2[c:15]([CH3:34])[cH:16][c:17]([CH2:20][O:21][c:22]3[cH:23][c:24]([CH2:28][CH2:29][C:30](=[O:31])[OH:32])[cH:25][cH:26][cH:27]3)[cH:18][cH:19]2)[cH:8][c:9]([O:12][CH3:13])[cH:10][cH:11]1. Starting materials: COc1cc(Nc2nc(C)nc3ccccc23)cc(OC)c1OC, CI, [H-], [Na+], CN(C)C=O. Product: COc1cc(N(C)c2nc(C)nc3ccccc23)cc(OC)c1OC. RXN SMILES: [CH3:1][O:2][c:3]1[cH:4][c:5]([NH:13][c:14]2[n:15][c:16]([CH3:24])[n:17][c:18]3[cH:19][cH:20][cH:21][cH:22][c:23]23)[cH:6][c:7]([O:11][CH3:12])[c:8]1[O:9][CH3:10].[CH3:25][I:26].[H-:27].[Na+:28].[O:29]=[CH:30][N:31]([CH3:32])[CH3:33]>>[CH3:1][O:2][c:3]1[cH:4][c:5]([N:13]([c:14]2[n:15][c:16]([CH3:24])[n:17][c:18]3[cH:19][cH:20][cH:21][cH:22][c:23]23)[CH3:25])[cH:6][c:7]([O:11][CH3:12])[c:8]1[O:9][CH3:10]. Starting materials: CC(C)OC(=O)N=NC(=O)OC(C)C, C1CCOC1, CCOC(=O)CC1Cc2ccc(O)cc2CN(CC(F)(F)F)C1=O, c1ccc(P(c2ccccc2)c2ccccc2)cc1, OCCc1cn2cccnc2n1. The product is CCOC(=O)CC1Cc2ccc(OCCc3cn4cccnc4n3)cc2CN(CC(F)(F)F)C1=O. As a reaction SMILES: [O:56]=[C:57]([O:58][CH:59]([CH3:60])[CH3:61])[N:62]=[N:63][C:64]([O:65][CH:66]([CH3:67])[CH3:68])=[O:69].[O:70]1[CH2:71][CH2:72][CH2:73][CH2:74]1.[OH:13][c:14]1[cH:15][c:16]2[c:17]([cH:35][cH:36]1)[CH2:18][CH:19]([CH2:29][C:30](=[O:31])[O:32][CH2:33][CH3:34])[C:20](=[O:28])[N:21]([CH2:23][C:24]([F:25])([F:26])[F:27])[CH2:22]2.[c:37]1([P:38]([c:39]2[cH:40][cH:41][cH:42][cH:43][cH:44]2)[c:45]2[cH:46][cH:47][cH:48][cH:49][cH:50]2)[cH:51][cH:52][cH:53][cH:54][cH:55]1.[n:1]1[c:2]([CH2:10][CH2:11][OH:12])[cH:3][n:4]2[c:5]1[n:6][cH:7][cH:8][cH:9]2>>[n:1]1[c:2]([CH2:10][CH2:11][O:12][c:14]2[cH:15][c:16]3[c:17]([cH:35][cH:36]2)[CH2:18][CH:19]([CH2:29][C:30](=[O:31])[O:32][CH2:33][CH3:34])[C:20](=[O:28])[N:21]([CH2:23][C:24]([F:25])([F:26])[F:27])[CH2:22]3)[cH:3][n:4]2[c:5]1[n:6][cH:7][cH:8][cH:9]2. Starting materials: C1COCCOCCOCCOCCOCCO1 (18-crown-6 ether), C1=CC=CC=C1 (benzene), ClCN1S(=O)(=O)C2=CC(=CC(=C2C1=O)C(C)C)OC (2-Chloromethyl-4-isopropyl-6-methoxysaccharin), [N-]=[N+]=[N-].[Na+] (sodium azide). The solvent is O (water). Run at time 1 hour. Yields the product N(=[N+]=[N-])CN1S(=O)(=O)C2=CC(=CC(=C2C1=O)C(C)C)OC (2-azidomethyl-4-isopropyl-6-methoxysaccharin). Yield: 26.0%. RXN SMILES: C1OCCOCCOCCOCCOCCOC1.C1C=CC=CC=1.Cl[CH2:26][N:27]1[C:37](=[O:38])[C:36]2[C:31](=[CH:32][C:33]([O:42][CH3:43])=[CH:34][C:35]=2[CH:39]([CH3:41])[CH3:40])[S:28]1(=[O:30])=[O:29].[N-:44]=[N+:45]=[N-:46].[Na+]>O>[N:44]([CH2:26][N:27]1[C:37](=[O:38])[C:36]2[C:31](=[CH:32][C:33]([O:42][CH3:43])=[CH:34][C:35]=2[CH:39]([CH3:41])[CH3:40])[S:28]1(=[O:30])=[O:29])=[N+:45]=[N-:46] |f:3.4|. Reported procedure: A solution of 18-crown-6 ether (0.60 g) and benzene (60 mL) was heated under reflux with a water separator for 1 hour, then cooled to room temperature. 2-Chloromethyl-4-isopropyl-6-methoxysaccharin (3.03 g) and sodium azide (0.65 g) were added, and the mixture was stirred for a week at room temperature, then chromatographed on a column of silica gel (silica gel 60, 83 g) using benzene as eluant. The fractions containing the product, which were identified by thin layer chromatography, were combin... Starting materials: ClC1=C(C(=CC=C1)Cl)C1=CC2=C(N=C(N=C2)NCCCN2CCN(CC2)C)N=C1N (6-(2,6-Dichlorophenyl)-N2 -[3-(4-methyl-piperazin-1-yl)-propyl]-pyrido[2,3-d]pyrimidine-2,7-diamine), C(C1=CC=CC=C1)N=C=O (benzyl isocyanate). Solvent: CO.CC#N (MeOH CH3CN). Yields the product C(C1=CC=CC=C1)NC(=O)NC=1C(=CC2=C(N=C(N=C2)NCCCN2CCN(CC2)C)N1)C1=C(C=CC=C1Cl)Cl (1-benzyl-3-{6-(2,6-dichlorophenyl)-2-[3-(4-methyl-piperazin-1-yl)-propylamino]-pyrido[2,3-d]pyrimidin-7-yl}-urea). Isolated yield 63.4%. Reaction SMILES: [Cl:1][C:2]1[CH:7]=[CH:6][CH:5]=[C:4]([Cl:8])[C:3]=1[C:9]1[C:29]([NH2:30])=[N:28][C:12]2[N:13]=[C:14]([NH:17][CH2:18][CH2:19][CH2:20][N:21]3[CH2:26][CH2:25][N:24]([CH3:27])[CH2:23][CH2:22]3)[N:15]=[CH:16][C:11]=2[CH:10]=1.[CH2:31]([N:38]=[C:39]=[O:40])[C:32]1[CH:37]=[CH:36][CH:35]=[CH:34][CH:33]=1>CO.CC#N>[CH2:31]([NH:38][C:39]([NH:30][C:29]1[C:9]([C:3]2[C:4]([Cl:8])=[CH:5][CH:6]=[CH:7][C:2]=2[Cl:1])=[CH:10][C:11]2[CH:16]=[N:15][C:14]([NH:17][CH2:18][CH2:19][CH2:20][N:21]3[CH2:26][CH2:25][N:24]([CH3:27])[CH2:23][CH2:22]3)=[N:13][C:12]=2[N:28]=1)=[O:40])[C:32]1[CH:37]=[CH:36][CH:35]=[CH:34][CH:33]=1 |f:2.3|. Reported procedure: 6-(2,6-Dichlorophenyl)-N2 -[3-(4-methyl-piperazin-1-yl)-propyl]-pyrido[2,3-d]pyrimidine-2,7-diamine (1.08 g) from Example 36 was reacted with 0.298 g of benzyl isocyanate according to the general procedure of Example 37 to give 0.822 g of 1-benzyl-3-{6-(2,6-dichlorophenyl)-2-[3-(4-methyl-piperazin-1-yl)-propylamino]-pyrido[2,3-d]pyrimidin-7-yl}-urea, ESMS (20/80 MeOH/CH3CN+0.1% AcOH): M+ +H=579; mp 144°-148.5° C. The reactants are ClC=1SC=CC1C(=O)O (2-chloro-3-thiophenecarboxylic acid), pyridinium bromide perbromide, ice water. The solvent is C(C)(=O)O (acetic acid). Reaction conditions: temperature 40 celsius, time 4 hour. Yields the product BrC1=CC(=C(S1)Cl)C(=O)O (5-bromo-2-chloro-3-thiophenecarboxylic acid). The yield is 77.5%. RXN SMILES: [Cl:1][C:2]1[S:3][CH:4]=[CH:5][C:6]=1[C:7]([OH:9])=[O:8].C1C=C[NH+]=CC=1.[Br:16][Br-]Br>C(O)(=O)C>[Br:16][C:4]1[S:3][C:2]([Cl:1])=[C:6]([C:7]([OH:9])=[O:8])[CH:5]=1 |f:1.2|. Reported procedure: A mixture of 2-chloro-3-thiophenecarboxylic acid (2.44 g), pyridinium bromide perbromide (5.33 g) and acetic acid (15 ml) was stirred at 40° C. for 4 hours and poured into ice-water. Precipitated crystals were collected by filtration, dissolved in ethyl acetate and dried over anhydrous magnesium sulfate. The solution was concentrated under reduced pressure to give 5-bromo-2-chloro-3-thiophenecarboxylic acid (2.81 g) as crystals. The product is CCCC(CCC)N1CCc2c(C(=O)O)cc(-c3cccc(C#N)c3)cc2C1=O. The reactants are CCCC(CCC)N1CCc2c(C(=O)OC)cc(-c3cccc(C#N)c3)cc2C1=O, [Na+], C1COCCO1, [OH-]. RXN SMILES: [C:1](#[N:2])[c:3]1[cH:4][c:5](-[c:9]2[cH:10][c:11]([C:27](=[O:28])[O:29][CH3:30])[c:12]3[c:17]([cH:18]2)[C:16](=[O:19])[N:15]([CH:20]([CH2:21][CH2:22][CH3:23])[CH2:24][CH2:25][CH3:26])[CH2:14][CH2:13]3)[cH:6][cH:7][cH:8]1.[Na+:32].[O:33]1[CH2:34][CH2:35][O:36][CH2:37][CH2:38]1.[OH-:31]>>[C:1](#[N:2])[c:3]1[cH:4][c:5](-[c:9]2[cH:10][c:11]([C:27](=[O:28])[OH:29])[c:12]3[c:17]([cH:18]2)[C:16](=[O:19])[N:15]([CH:20]([CH2:21][CH2:22][CH3:23])[CH2:24][CH2:25][CH3:26])[CH2:14][CH2:13]3)[cH:6][cH:7][cH:8]1.